The task is: describe an organic reaction: reactants, conditions, products, and yield. This data is from the Open Reaction Database (ORD), a public repository of structured organic reaction records. Starting materials: FC([C@@H](OC1=CC=C(C=C1)N1C(C2(CC1)CCNCC2)=O)C)(F)F (2-[4-((S)-2,2,2-trifluoro-1-methylethoxy)-phenyl]-2,8-diaza-spiro[4.5]decan-1-one), BrC=1C(N(C=CC1)C)=O (3-bromo-1-methyl-1H-pyridin-2-one). The product is CN1C(C(=CC=C1)N1CCC2(CCN(C2=O)C2=CC=C(C=C2)O[C@H](C(F)(F)F)C)CC1)=O (8-(1-Methyl-2-oxo-1,2-dihydro-pyridin-3-yl)-2-[4-((S)-2,2,2-trifluoro-1-methyl-ethoxy)-phenyl]-2,8-diaza-spiro[4.5]decan-1-one). As a reaction SMILES: [F:1][C:2]([F:24])([F:23])[C@H:3]([CH3:22])[O:4][C:5]1[CH:10]=[CH:9][C:8]([N:11]2[CH2:15][CH2:14][C:13]3([CH2:20][CH2:19][NH:18][CH2:17][CH2:16]3)[C:12]2=[O:21])=[CH:7][CH:6]=1.Br[C:26]1[C:27](=[O:33])[N:28]([CH3:32])[CH:29]=[CH:30][CH:31]=1>>[CH3:32][N:28]1[CH:29]=[CH:30][CH:31]=[C:26]([N:18]2[CH2:17][CH2:16][C:13]3([C:12](=[O:21])[N:11]([C:8]4[CH:9]=[CH:10][C:5]([O:4][C@@H:3]([CH3:22])[C:2]([F:1])([F:23])[F:24])=[CH:6][CH:7]=4)[CH2:15][CH2:14]3)[CH2:20][CH2:19]2)[C:27]1=[O:33]. Procedure: The title compound was prepared in analogy to example 1 step D from a mixture of 2-[4-((S)-2,2,2-trifluoro-1-methylethoxy)-phenyl]-2,8-diaza-spiro[4.5]decan-1-one (prepared in analogy to example 1 step B-C from 1-benzyl-4-(2-methoxyethyl)-piperidine-4-carboxylic acid ethyl ester and 4-((S)-2,2,2-trifluoro-1-methyl-ethoxy)-phenylamine) and 3-bromo-1-methyl-1H-pyridin-2-one. Light green solid. MS (ESI): 450.1 (MH+) Reactants: CCn1cc(C#Cc2cccc(OC)c2)cc1C(=O)O, ClCCl, CN(C)O, CCN(C(C)C)C(C)C, [Cl-], Cl. Product: CCn1cc(C#Cc2cccc(OC)c2)cc1C(=O)NC. As a reaction SMILES: [CH2:2]([CH3:3])[n:4]1[c:5]([C:19](=[O:20])[OH:21])[cH:6][c:7]([C:9]#[C:10][c:11]2[cH:12][c:13]([O:17][CH3:18])[cH:14][cH:15][cH:16]2)[cH:8]1.[CH2:36]([Cl:37])[Cl:38].[CH3:23][N:24]([CH3:25])[OH:26].[CH:27]([N:28]([CH:29]([CH3:30])[CH3:31])[CH2:32][CH3:33])([CH3:34])[CH3:35].[Cl-:1].[ClH:22]>>[CH2:2]([CH3:3])[n:4]1[c:5]([C:19](=[O:21])[NH:24][CH3:23])[cH:6][c:7]([C:9]#[C:10][c:11]2[cH:12][c:13]([O:17][CH3:18])[cH:14][cH:15][cH:16]2)[cH:8]1. Reactants: COCCO, COc1cc(F)c(C#N)c(F)c1, [H-], [Na+], C1CCOC1, O. Product: COCCOc1cc(OC)cc(F)c1C#N. Reaction SMILES: [CH3:3][O:4][CH2:5][CH2:6][OH:7].[F:8][c:9]1[c:10]([C:11]#[N:12])[c:13]([F:19])[cH:14][c:15]([O:17][CH3:18])[cH:16]1.[H-:1].[Na+:2].[O:21]1[CH2:22][CH2:23][CH2:24][CH2:25]1.[OH2:20]>>[CH3:3][O:4][CH2:5][CH2:6][O:7][c:9]1[c:10]([C:11]#[N:12])[c:13]([F:19])[cH:14][c:15]([O:17][CH3:18])[cH:16]1. As a reaction SMILES: [C:1](=[O:2])([O-:3])[O-:4].[CH3:37][N:38]([CH3:39])[CH:40]=[O:41].[Cl:12][c:13]1[cH:14][c:15]([C:20]2([C:33]([F:34])([F:35])[F:36])[CH2:21][C:22]([c:25]3[cH:26][c:27]([CH3:32])[c:28]([F:31])[cH:29][cH:30]3)=[N:23][O:24]2)[cH:16][c:17]([Cl:19])[cH:18]1.[K+:5].[K+:6].[nH:7]1[n:8][cH:9][cH:10][cH:11]1>>[n:7]1(-[c:28]2[c:27]([CH3:32])[cH:26][c:25]([C:22]3=[N:23][O:24][C:20]([c:15]4[cH:14][c:13]([Cl:12])[cH:18][c:17]([Cl:19])[cH:16]4)([C:33]([F:34])([F:35])[F:36])[CH2:21]3)[cH:30][cH:29]2)[n:8][cH:9][cH:10][cH:11]1. The reactants are O=C([O-])[O-], CN(C)C=O, Cc1cc(C2=NOC(c3cc(Cl)cc(Cl)c3)(C(F)(F)F)C2)ccc1F, [K+], [K+], c1cn[nH]c1. Product: Cc1cc(C2=NOC(c3cc(Cl)cc(Cl)c3)(C(F)(F)F)C2)ccc1-n1cccn1. Starting materials: CNC1CCNC1, O=C(O)c1cc2nc(-c3cccc4[nH]ncc34)nc(N3CCOCC3)c2s1. Yields the product CNC1CCN(C(=O)c2cc3nc(-c4cccc5[nH]ncc45)nc(N4CCOCC4)c3s2)C1. Reaction SMILES: [CH3:28][NH:29][CH:30]1[CH2:31][NH:32][CH2:33][CH2:34]1.[nH:1]1[n:2][cH:3][c:4]2[c:5](-[c:10]3[n:11][c:12]([N:22]4[CH2:23][CH2:24][O:25][CH2:26][CH2:27]4)[c:13]4[c:14]([n:15]3)[cH:16][c:17]([C:19](=[O:20])[OH:21])[s:18]4)[cH:6][cH:7][cH:8][c:9]12>>[nH:1]1[n:2][cH:3][c:4]2[c:5](-[c:10]3[n:11][c:12]([N:22]4[CH2:23][CH2:24][O:25][CH2:26][CH2:27]4)[c:13]4[c:14]([n:15]3)[cH:16][c:17]([C:19](=[O:20])[N:32]3[CH2:31][CH:30]([NH:29][CH3:28])[CH2:34][CH2:33]3)[s:18]4)[cH:6][cH:7][cH:8][c:9]12. The reactants are FC1=C(C=C(C=C1)OC(C)C)N1C(C2=C(C1=O)CCCC2)=O (N-(2-Fluoro-5-isopropoxyphenyl)-3,4,5,6-tetrahydrophthalimide), S(=O)(=O)(Cl)Cl (sulfuryl chloride), resultant mixture. Reagents/catalysts: C1(CCCCC1)NC1CCCCC1 (dicyclohexylamine). The solvent is ClC(=C(Cl)Cl)Cl (tetrachloroethylene), ClC(=C(Cl)Cl)Cl (tetrachloroethylene). Conditions: time 2 hour. Yields the product ClC1=CC(=C(C=C1OC(C)C)N1C(C2=C(C1=O)CCCC2)=O)F (N-(4-chloro-2-fluoro-5-isopropoxyphenyl)-3,4,5,6-tetrahydrophthalimide). Yield: 83.1%. RXN SMILES: [F:1][C:2]1[CH:7]=[CH:6][C:5]([O:8][CH:9]([CH3:11])[CH3:10])=[CH:4][C:3]=1[N:12]1[C:16](=[O:17])[C:15]2[CH2:18][CH2:19][CH2:20][CH2:21][C:14]=2[C:13]1=[O:22].S(Cl)([Cl:26])(=O)=O>ClC(Cl)=C(Cl)Cl.C1(NC2CCCCC2)CCCCC1>[Cl:26][C:6]1[C:5]([O:8][CH:9]([CH3:11])[CH3:10])=[CH:4][C:3]([N:12]2[C:13](=[O:22])[C:14]3[CH2:21][CH2:20][CH2:19][CH2:18][C:15]=3[C:16]2=[O:17])=[C:2]([F:1])[CH:7]=1. Reported procedure: N-(2-Fluoro-5-isopropoxyphenyl)-3,4,5,6-tetrahydrophthalimide (II: R=isopropyl) (2 g) and dicyclohexylamine (0.01 g) were dissolved in tetrachloroethylene (20 ml), and a solution of sulfuryl chloride (1 g) in tetrachloroethylene (5 ml) was added dropwise thereto at 80° C. in 2 hours. After completion of the addition, the resultant mixture was stirred at the same temperature as above for 2 hours, followed by extraction with ethyl acetate. The extract was concentrated, and the precipitated crystal... Reactants: ClC1=CC(=C(C=C1)C1=CC2CCC(C1)N2C(=O)OCC)C(CC)=O (ethyl 3-(4-chloro-2-propionylphenyl)-8-azabicyclo[3.2.1]oct-2-ene-8-carboxylate). Reagents/catalysts: [Pt]=O (platinum oxide). The solvent is C(C)O (ethanol), C(C)(=O)O (acetic acid). Product: ClC1=CC(=C(C=C1)C1CC2CCC(C1)N2C(=O)OCC)C(CC)=O (ethyl 3-(4-chloro-2-propionylphenyl)-8-azabicyclo[3.2.1]octane-8-carboxylate). RXN SMILES: [Cl:1][C:2]1[CH:7]=[CH:6][C:5]([C:8]2[CH2:14][CH:13]3[N:15]([C:16]([O:18][CH2:19][CH3:20])=[O:17])[CH:10]([CH2:11][CH2:12]3)[CH:9]=2)=[C:4]([C:21](=[O:24])[CH2:22][CH3:23])[CH:3]=1>C(O)C.C(O)(=O)C.[Pt]=O>[Cl:1][C:2]1[CH:7]=[CH:6][C:5]([CH:8]2[CH2:14][CH:13]3[N:15]([C:16]([O:18][CH2:19][CH3:20])=[O:17])[CH:10]([CH2:11][CH2:12]3)[CH2:9]2)=[C:4]([C:21](=[O:24])[CH2:22][CH3:23])[CH:3]=1. Procedure details: A solution of ethyl 3-(4-chloro-2-propionylphenyl)-8-azabicyclo[3.2.1]oct-2-ene-8-carboxylate (2-6) (1.50 g, 4.31 mmol,) in 10 mL of ethanol and 10 mL acetic acid was shaken under hydrogen at 1 atmospheric pressure with platinum oxide (980 mg, 0.431 mmol, added in portions) for 60 h at room temperature. Solid was filtered through a pad of Celite and rinsed with ethanol. The ethanol solution was concentrated to give (2-7) as colorless oil.